Dataset: the Open Reaction Database (ORD), a public repository of structured organic reaction records. Task: describe an organic reaction: reactants, conditions, products, and yield The reactants are OC1=CC=C(C=O)C=C1 (4-hydroxybenzaldehyde), C(C)(C)(C)OC(NN)=O (tert-butylcarbazate). Run in C(C)O (ethanol). Product: C(C)(C)(C)OC(=O)NN=CC1=CC=C(C=C1)O (4-hydroxybenzaldehyde-tert-butoxycarbonylhydrazone). RXN SMILES: [OH:1][C:2]1[CH:9]=[CH:8][C:5]([CH:6]=O)=[CH:4][CH:3]=1.[C:10]([O:14][C:15](=[O:18])[NH:16][NH2:17])([CH3:13])([CH3:12])[CH3:11]>C(O)C>[C:10]([O:14][C:15]([NH:16][N:17]=[CH:6][C:5]1[CH:8]=[CH:9][C:2]([OH:1])=[CH:3][CH:4]=1)=[O:18])([CH3:13])([CH3:12])[CH3:11]. Reported procedure: Analogously to Example 4a, 14 g (106 mmol) of 4-hydroxybenzaldehyde and 14 g (117 mmol) of tert-butylcarbazate in 125 ml of ethanol are reacted to form 4-hydroxybenzaldehyde-tert-butoxycarbonylhydrazone. (19.8 g, 80%). 9.73 g thereof are hydrogenated in 200 ml of THF in the presence of 0.6 g of 5% palladium on carbon at 1 atm hydrogen pressure to yield the title compound, which is crystallised from hot methanol. 1H-NMR (200 MHz, CD3OD): 7.18 (d, J=8 Hz, 2H), 6.73 (d, J=8 Hz, 2H), 3.80 (s, 2H), 1... The reactants are COC([C@H](CC1CCCCC1)N1C(C2C(C1)=CC=1C(=CC=CC1O2)Cl)=O)=O ((S)-2-(8-chloro-3-oxo-3,3a-dihydro-1H-chromeno[2,3-c]pyrrol-2-yl)-3-cyclohexyl-propionic acid methyl ester), O.[OH-].[Li+] (lithium hydroxide monohydrate), mixture. Run in O1CCCC1.O (tetrahydrofuran water). The product is ClC=1C=2CC3=C(C(N(C3)[C@H](C(=O)O)CC3CCCCC3)=O)OC2C=CC1 ((S)-2-(8-chloro-3-oxo-3,9-dihydro-1H-chromeno[2,3-c]pyrrol-2-yl)-3-cyclohexyl-propionic acid). Isolated yield 79.8%. RXN SMILES: C[O:2][C:3](=[O:27])[C@@H:4]([N:12]1[CH2:16][C:15]2=[CH:17][C:18]3[C:19]([Cl:25])=[CH:20][CH:21]=[CH:22][C:23]=3[O:24][CH:14]2[C:13]1=[O:26])[CH2:5][CH:6]1[CH2:11][CH2:10][CH2:9][CH2:8][CH2:7]1.O.[OH-].[Li+]>O1CCCC1.O>[Cl:25][C:19]1[C:18]2[CH2:17][C:15]3[CH2:16][N:12]([C@@H:4]([CH2:5][CH:6]4[CH2:11][CH2:10][CH2:9][CH2:8][CH2:7]4)[C:3]([OH:27])=[O:2])[C:13](=[O:26])[C:14]=3[O:24][C:23]=2[CH:22]=[CH:21][CH:20]=1 |f:1.2.3,4.5|. Procedure details: A solution of (S)-2-(8-chloro-3-oxo-3,3a-dihydro-1H-chromeno[2,3-c]pyrrol-2-yl)-3-cyclohexyl-propionic acid methyl ester (1.5 g, 4.0 mmol) and lithium hydroxide monohydrate (0.22 g, 5.22 mmol) was stirred at 25° C. for 2 hours in tetrahydrofuran-water (3:1) mixture (50 mL). The reaction mixture was concentrated in vacuo to remove tetrahydrofuran, and the residue was acidified with 2N hydrochloric acid, and diluted with water. The resulting solution was extracted with ethyl acetate (3×). The comb... Starting materials: CC(C)(C)c1ccc(Cn2ccc3cc(Br)ccc32)cc1, OB(O)c1ccc(Cl)cc1. Product: CC(C)(C)c1ccc(Cn2ccc3cc(-c4ccc(Cl)cc4)ccc32)cc1. RXN SMILES: [Br:1][c:2]1[cH:3][c:4]2[cH:5][cH:6][n:7]([CH2:11][c:12]3[cH:13][cH:14][c:15]([C:18]([CH3:19])([CH3:20])[CH3:21])[cH:16][cH:17]3)[c:8]2[cH:9][cH:10]1.[Cl:22][c:23]1[cH:24][cH:25][c:26]([B:29]([OH:30])[OH:31])[cH:27][cH:28]1>>[c:2]1(-[c:26]2[cH:25][cH:24][c:23]([Cl:22])[cH:28][cH:27]2)[cH:3][c:4]2[cH:5][cH:6][n:7]([CH2:11][c:12]3[cH:13][cH:14][c:15]([C:18]([CH3:19])([CH3:20])[CH3:21])[cH:16][cH:17]3)[c:8]2[cH:9][cH:10]1. Starting materials: CO, [Na+], Cn1c(=O)c(C(=O)NCC(=O)O)c(O)c2cc(C3=CCOCC3)cnc21, [OH-]. Yields the product Cn1c(=O)c(C(=O)NCC(=O)O)c(O)c2cc(C3CCOCC3)cnc21. As a reaction SMILES: [CH3:29][OH:30].[Na+:28].[O:1]1[CH2:2][CH2:3][C:4]([c:7]2[cH:8][c:9]3[c:10]([OH:26])[c:11]([C:19](=[O:20])[NH:21][CH2:22][C:23](=[O:24])[OH:25])[c:12](=[O:18])[n:13]([CH3:17])[c:14]3[n:15][cH:16]2)=[CH:5][CH2:6]1.[OH-:27]>>[O:1]1[CH2:2][CH2:3][CH:4]([c:7]2[cH:8][c:9]3[c:10]([OH:26])[c:11]([C:19](=[O:20])[NH:21][CH2:22][C:23](=[O:24])[OH:25])[c:12](=[O:18])[n:13]([CH3:17])[c:14]3[n:15][cH:16]2)[CH2:5][CH2:6]1. The reactants are N1=C(C=CC=C1)CC(=O)C1=CC=NC2=CC=CC=C12 (2-(2-pyridyl)-1-(4-quinolyl)-ethanone), O.NN (hydrazine hydrate), [OH-].[Na+] (sodium hydroxide). Solvent: O (water), C(COCCO)O (diethylene-glycol). Reaction conditions: temperature 160 celsius. The product is N1=C(C=CC=C1)CCC1=CC=NC2=CC=CC=C12 (4-[-2-(2-pyridyl)-ethyl]-quinoline). Reaction SMILES: [N:1]1[CH:6]=[CH:5][CH:4]=[CH:3][C:2]=1[CH2:7][C:8]([C:10]1[C:19]2[C:14](=[CH:15][CH:16]=[CH:17][CH:18]=2)[N:13]=[CH:12][CH:11]=1)=O.O.NN.[OH-].[Na+]>C(O)COCCO.O>[N:1]1[CH:6]=[CH:5][CH:4]=[CH:3][C:2]=1[CH2:7][CH2:8][C:10]1[C:19]2[C:14](=[CH:15][CH:16]=[CH:17][CH:18]=2)[N:13]=[CH:12][CH:11]=1 |f:1.2,3.4|. Procedure: A mixture of 15.8 g of 2-(2-pyridyl)-1-(4-quinolyl)-ethanone and 25 ml of 85% hydrazine hydrate in 250 ml of diethylene-glycol is heated at 160° C. for 30 minutes. After cooling to 60° C., 22 g of sodium hydroxide pellets are added and the mixture is heated at 160° C. for 2 hours. The reaction mixture is diluted with water, then extracted 3 times, each by 300 ml of methylene chloride. The organic phase is dried over magnesium sulfate and evaporated under reduced pressure. 12.5 g are thus obtaine... Starting materials: N1(N=CC=C1)C1=CC=C(N)C=C1 (4-(1H-pyrazol-1-yl)aniline), C(=O)(Cl)Cl (phosgene), Cl.CN1CCN(CC1)C1=NC(=NC(=C1)C1=CC=C2CCNCC2=C1)N (4-(4-methylpiperazin-1-yl)-6-(1,2,3,4-tetrahydroisoquinolin-7-yl)pyrimidin-2-amine HCl salt). Yields the product NC1=NC(=CC(=N1)C1=CC=C2CCN(CC2=C1)C(=O)NC1=CC=C(C=C1)N1N=CC=C1)N1CCN(CC1)C (7-[2-Amino-6-(4-methylpiperazin-1-yl)pyrimidin-4-yl]-N-[4-(1H-pyrazol-1-yl)phenyl]-3,4-dihydroisoquinoline-2(1H)-carboxamide). RXN SMILES: [N:1]1([C:6]2[CH:12]=[CH:11][C:9]([NH2:10])=[CH:8][CH:7]=2)[CH:5]=[CH:4][CH:3]=[N:2]1.[C:13](Cl)(Cl)=[O:14].Cl.[CH3:18][N:19]1[CH2:24][CH2:23][N:22]([C:25]2[CH:30]=[C:29]([C:31]3[CH:40]=[C:39]4[C:34]([CH2:35][CH2:36][NH:37][CH2:38]4)=[CH:33][CH:32]=3)[N:28]=[C:27]([NH2:41])[N:26]=2)[CH2:21][CH2:20]1>>[NH2:41][C:27]1[N:28]=[C:29]([C:31]2[CH:40]=[C:39]3[C:34]([CH2:35][CH2:36][N:37]([C:13]([NH:10][C:9]4[CH:8]=[CH:7][C:6]([N:1]5[CH:5]=[CH:4][CH:3]=[N:2]5)=[CH:12][CH:11]=4)=[O:14])[CH2:38]3)=[CH:33][CH:32]=2)[CH:30]=[C:25]([N:22]2[CH2:21][CH2:20][N:19]([CH3:18])[CH2:24][CH2:23]2)[N:26]=1 |f:2.3|. Reported procedure: This compound was prepared by using procedures analogous to those described for the synthesis of Example 40 starting from 4-(1H-pyrazol-1-yl)aniline (Maybridge, Cat. #CC 18414), phosgene and 4-(4-methylpiperazin-1-yl)-6-(1,2,3,4-tetrahydroisoquinolin-7-yl)pyrimidin-2-amine HCl salt. Analytic LCMS (M+H)+: m/z=510.2. Run in C1(=CC=CC=C1)C (toluene), C1(=CC=CC=C1)C (toluene). Yields the product BrC1=CC=C(C=C1)C(C(CC)N(CCCCCC)CCCCCC)=O (4'-bromo-di-n-hexylaminobutyrophenone). Reported procedure: To a solution of 5.00 g of 4'-bromo-4-chlorobutyrophenone in 3 ml of toluene was added 11.1 ml of di-n-hexylamine and heated under reflux for 3 hours. After diluting with toluene, the reaction mixture was extracted with a 2N aqueous solution of hydrochloric acid. The extract was neutralized with a mass of sodium hydroxide and extracted with methylene chloride. Next, after drying over anhydrous magnesium sulfate, the solvent was distilled off under reduced pressure, thereby giving 4.88 g of crude... As a reaction SMILES: [Br:1][C:2]1[CH:7]=[CH:6][C:5]([C:8](=[O:13])[CH2:9][CH2:10][CH2:11]Cl)=[CH:4][CH:3]=1.[CH2:14]([NH:20][CH2:21][CH2:22][CH2:23][CH2:24][CH2:25][CH3:26])[CH2:15][CH2:16][CH2:17][CH2:18][CH3:19]>C1(C)C=CC=CC=1>[Br:1][C:2]1[CH:7]=[CH:6][C:5]([C:8](=[O:13])[CH:9]([N:20]([CH2:21][CH2:22][CH2:23][CH2:24][CH2:25][CH3:26])[CH2:14][CH2:15][CH2:16][CH2:17][CH2:18][CH3:19])[CH2:10][CH3:11])=[CH:4][CH:3]=1. Reactants: BrC1=CC=C(C=C1)C(CCCCl)=O (4'-bromo-4-chlorobutyrophenone), C(CCCCC)NCCCCCC (di-n-hexylamine).